From a dataset of the Open Reaction Database (ORD), a public repository of structured organic reaction records. describe an organic reaction: reactants, conditions, products, and yield Reactants: CO (MeOH), [Li+].[OH-] (LiOH), FC=1C=C(C=CC1NC=1SC2=C(N1)C=CC(=C2)F)C2=CC=C(C=C2)C(=O)OC (methyl 3′-fluoro-4′-[(6-fluoro-1,3-benzothiazol-2-yl)amino]biphenyl-4-carboxylate), Cl (HCl). The solvent is O (water), C1CCOC1 (THF). Conditions: temperature 50 celsius, time 3 day. Yields the product FC=1C=C(C=CC1NC=1SC2=C(N1)C=CC(=C2)F)C2=CC=C(C=C2)C(=O)O (3′-fluoro-4′-[(6-fluoro-1,3-benzothiazol-2-yl)amino]biphenyl-4-carboxylic Acid). RXN SMILES: [F:1][C:2]1[CH:3]=[C:4]([C:19]2[CH:24]=[CH:23][C:22]([C:25]([O:27]C)=[O:26])=[CH:21][CH:20]=2)[CH:5]=[CH:6][C:7]=1[NH:8][C:9]1[S:10][C:11]2[CH:17]=[C:16]([F:18])[CH:15]=[CH:14][C:12]=2[N:13]=1.CO.[Li+].[OH-].Cl>C1COCC1.O>[F:1][C:2]1[CH:3]=[C:4]([C:19]2[CH:24]=[CH:23][C:22]([C:25]([OH:27])=[O:26])=[CH:21][CH:20]=2)[CH:5]=[CH:6][C:7]=1[NH:8][C:9]1[S:10][C:11]2[CH:17]=[C:16]([F:18])[CH:15]=[CH:14][C:12]=2[N:13]=1 |f:2.3|. Procedure: As shown in Reaction Scheme 5, methyl 3′-fluoro-4′-[(6-fluoro-1,3-benzothiazol-2-yl)amino]biphenyl-4-carboxylate (0.64 g, 1.6 mmol) was suspended in THF (10 mL), MeOH (10 mL) and water (5 mL), and LiOH (0.39 g, 16.2 mmol) was added. The reaction mixture was heated at 50° C. until dissolution was achieved, and then the mixture was stirred for 3 days at rt. The reaction mixture was brought to pH 4 with 1N HCl and was extracted with EtOAc (3×25 mL). The combined organic phases were washed with wate... Reactants: Cc1ccccc1, CC(C)C1NC(=O)NC1C(=O)c1ccccc1, S=P12SP3(=S)SP(=S)(S1)SP(=S)(S2)S3. Product: CC(C)C1NC(=O)NC1C(=S)c1ccccc1. Reaction SMILES: [CH3:32][c:33]1[cH:34][cH:35][cH:36][cH:37][cH:38]1.[CH:1]([CH3:2])([CH3:3])[CH:4]1[NH:5][C:6](=[O:17])[NH:7][CH:8]1[C:9]([c:10]1[cH:11][cH:12][cH:13][cH:14][cH:15]1)=[O:16].[P:18]12(=[S:19])[S:20][P:21]3(=[S:31])[S:22][P:23](=[S:29])([S:24][P:25](=[S:28])([S:26]3)[S:27]1)[S:30]2>>[CH:1]([CH3:2])([CH3:3])[CH:4]1[NH:5][C:6](=[O:17])[NH:7][CH:8]1[C:9]([c:10]1[cH:11][cH:12][cH:13][cH:14][cH:15]1)=[S:19]. Reactants: COC(=O)C(O[Si](C)(C)C(C)(C)C)c1ccc(OC)cc1, CC(C)C[AlH]CC(C)C, Cc1ccccc1, ClC(Cl)Cl. Yields the product COc1ccc(C(C=O)O[Si](C)(C)C(C)(C)C)cc1. RXN SMILES: [C:1]([CH3:2])([CH3:3])([CH3:4])[Si:5]([O:6][CH:7]([C:8](=[O:9])[O:10][CH3:11])[c:12]1[cH:13][cH:14][c:15]([O:18][CH3:19])[cH:16][cH:17]1)([CH3:20])[CH3:21].[CH3:22][CH:23]([CH2:24][AlH:25][CH2:26][CH:27]([CH3:28])[CH3:29])[CH3:30].[CH3:35][c:36]1[cH:37][cH:38][cH:39][cH:40][cH:41]1.[Cl:31][CH:32]([Cl:33])[Cl:34]>>[C:1]([CH3:2])([CH3:3])([CH3:4])[Si:5]([O:6][CH:7]([CH:8]=[O:9])[c:12]1[cH:13][cH:14][c:15]([O:18][CH3:19])[cH:16][cH:17]1)([CH3:20])[CH3:21]. The reactants are [Li+].C[Si](C)(C)[N-][Si](C)(C)C (LiHMDS), BrC1=CC(=C(C(=C1)C)S)C (4-bromo-2,6-dimethylbenzenethiol), ClC1=NC(=C(C(=N1)C)[N+](=O)[O-])Cl (2,6-dichloro-4-methyl-5-nitropyrimidine). Solvent: C1CCOC1 (THF), C1CCOC1 (THF), C1CCOC1 (THF). Conditions: temperature -100 celsius, time 2 hour. Product: BrC1=CC(=C(C(=C1)C)SC1=NC(=NC(=C1[N+](=O)[O-])C)Cl)C (4-(4-bromo-2,6-dimethylphenylthio)-2-chloro-6-methyl-5-nitropyrimidine). RXN SMILES: [Li+].C[Si]([N-][Si](C)(C)C)(C)C.[Br:11][C:12]1[CH:17]=[C:16]([CH3:18])[C:15]([SH:19])=[C:14]([CH3:20])[CH:13]=1.[Cl:21][C:22]1[N:27]=[C:26]([CH3:28])[C:25]([N+:29]([O-:31])=[O:30])=[C:24](Cl)[N:23]=1>C1COCC1>[Br:11][C:12]1[CH:17]=[C:16]([CH3:18])[C:15]([S:19][C:24]2[C:25]([N+:29]([O-:31])=[O:30])=[C:26]([CH3:28])[N:27]=[C:22]([Cl:21])[N:23]=2)=[C:14]([CH3:20])[CH:13]=1 |f:0.1|. Reported procedure: A solution of LiHMDS in THF (77 mmol) is added to a mixture of 4-bromo-2,6-dimethylbenzenethiol (70 mmol) in THF (100 ml) at −78° C. over 15 minutes and the mixture stirred for an additional 2 hours. The mixture is cooled with liquid nitrogen to around −100° C. and a solution of 2,6-dichloro-4-methyl-5-nitropyrimidine (84 mmol) in THF (50 ml) is added rapidly. The reaction is maintained at around −100° C. for 1 hour and then allowed to warm to room temperature. The mixture is filtered and the is... Reactants: CO, Cl, [C-]#[N+]C(Cc1ccc(C(=O)OC)cc1)(c1cc(F)cc(OC(F)(F)C(F)F)c1)c1ccc(F)c(OC(C)C)c1, C1COCCO1. Yields the product COC(=O)c1ccc(CC(N)(c2cc(F)cc(OC(F)(F)C(F)F)c2)c2ccc(F)c(OC(C)C)c2)cc1. Reaction SMILES: [CH3:41][OH:42].[ClH:40].[F:1][c:2]1[c:3]([O:36][CH:37]([CH3:38])[CH3:39])[cH:4][c:5]([C:8]([CH2:9][c:10]2[cH:11][cH:12][c:13]([C:14](=[O:15])[O:16][CH3:17])[cH:18][cH:19]2)([N+:20]#[C-:21])[c:22]2[cH:23][c:24]([F:35])[cH:25][c:26]([O:28][C:29]([CH:30]([F:31])[F:32])([F:33])[F:34])[cH:27]2)[cH:6][cH:7]1.[O:43]1[CH2:44][CH2:45][O:46][CH2:47][CH2:48]1>>[F:1][c:2]1[c:3]([O:36][CH:37]([CH3:38])[CH3:39])[cH:4][c:5]([C:8]([CH2:9][c:10]2[cH:11][cH:12][c:13]([C:14](=[O:15])[O:16][CH3:17])[cH:18][cH:19]2)([NH2:20])[c:22]2[cH:23][c:24]([F:35])[cH:25][c:26]([O:28][C:29]([CH:30]([F:31])[F:32])([F:33])[F:34])[cH:27]2)[cH:6][cH:7]1. Reactants: Cl.ClCCCOC=1C=CC2=CC3=CC=C(C=C3N=C2C1)OCCCCl (3,6-bis(3-chloropropoxy)acridine hydrochloride), N1C=CC=C1 (pyrrole). Product: N1(C=CC=C1)CCCOC=1C=CC2=CC3=CC=C(C=C3N=C2C1)OCCCN1C=CC=C1 (3,6-bis[3-(1-pyrrolyl)propoxy]acridine). RXN SMILES: Cl.Cl[CH2:3][CH2:4][CH2:5][O:6][C:7]1[CH:8]=[CH:9][C:10]2[C:19]([CH:20]=1)=[N:18][C:17]1[C:12](=[CH:13][CH:14]=[C:15]([O:21][CH2:22][CH2:23][CH2:24]Cl)[CH:16]=1)[CH:11]=2.[NH:26]1[CH:30]=[CH:29][CH:28]=[CH:27]1>>[N:26]1([CH2:3][CH2:4][CH2:5][O:6][C:7]2[CH:8]=[CH:9][C:10]3[C:19]([CH:20]=2)=[N:18][C:17]2[C:12](=[CH:13][CH:14]=[C:15]([O:21][CH2:22][CH2:23][CH2:24][N:26]4[CH:30]=[CH:29][CH:28]=[CH:27]4)[CH:16]=2)[CH:11]=3)[CH:30]=[CH:29][CH:28]=[CH:27]1 |f:0.1|. Procedure details: The compound is prepared from 3,6-bis(3-chloropropoxy)acridine hydrochloride and pyrrole as described in Example 44. Reactants: NC1=C(C(=O)N)C(=CC(=C1O)Cl)Cl (2-amino-4,6-dichloro-3-hydroxybenzamide), C1=CN(C=N1)C(=O)N2C=CN=C2 (CDI). The solvent is C(=O)O (formic acid). The product is ClC1=C2C(NC=NC2=C(C(=C1)Cl)O)=O (5,7-Dichloro-8-hydroxy-3H-quinazolin-4-one). Reaction SMILES: [NH2:1][C:2]1[C:10]([OH:11])=[C:9]([Cl:12])[CH:8]=[C:7]([Cl:13])[C:3]=1[C:4]([NH2:6])=[O:5].[CH:14]1N=CN(C(N2C=NC=C2)=O)C=1>C(O)=O>[Cl:13][C:7]1[CH:8]=[C:9]([Cl:12])[C:10]([OH:11])=[C:2]2[C:3]=1[C:4](=[O:5])[NH:6][CH:14]=[N:1]2. Procedure details: According to the procedure described in Step C, 2-amino-4,6-dichloro-3-hydroxybenzamide and formic acid in the presence of CDI gave, after washing the crude product with MeOH, 5,7-dichloro-8-hydroxy-3H-quinazolin-4-one as a white solid (36%).—1H NMR (DMSO-d6): δ 8.12 (s, 1H), 7.55 (s, 1H); mass spectrum: m/z 229, 231, 233 (M+−1, 100%, 66%, 11%).